describe an organic reaction: reactants, conditions, products, and yield From a dataset of the Open Reaction Database (ORD), a public repository of structured organic reaction records. The reactants are C(C)(C)(C)OC(=O)N1CCC2(CC1)C=CC1=CC=CC=C12 (1'-(t-butyloxycarbonyl)spiro[1H-indene-1,4'-piperidine]), B1C2CCCC1CCC2 (9-BBN), C=1C=C[NH+]=CC1.[O-][Cr](=O)(=O)Cl (PCC). Solvent: CCOCC (ether), C1CCOC1 (THF). Reaction conditions: temperature 70 celsius. The product is C(C)(C)(C)OC(=O)N1CCC2(CC1)CC(C1CC=CC=C12)=O (1'-(t-butyloxycarbonyl)3,4-dihydro-3-oxospiro[1H-indene-1,4'-piperidine]). The yield is 46.5%. RXN SMILES: [C:1]([O:5][C:6]([N:8]1[CH2:13][CH2:12][C:11]2([C:21]3[C:16](=[CH:17][CH:18]=[CH:19][CH:20]=3)[CH:15]=[CH:14]2)[CH2:10][CH2:9]1)=[O:7])([CH3:4])([CH3:3])[CH3:2].B1C2CCCC1CCC2.C1C=C[NH+]=CC=1.[O-:37][Cr](Cl)(=O)=O>C1COCC1.CCOCC>[C:1]([O:5][C:6]([N:8]1[CH2:9][CH2:10][C:11]2([C:21]3[CH:16]([CH2:17][CH:18]=[CH:19][CH:20]=3)[C:15](=[O:37])[CH2:14]2)[CH2:12][CH2:13]1)=[O:7])([CH3:4])([CH3:2])[CH3:3] |f:2.3|. Reported procedure: To a solution of 661 mg (2.31 mmol) of 1'-(t-butyloxycarbonyl)spiro[1H-indene-1,4'-piperidine] [prepared by the method of Chambers, et al, J. Med. Chem., 1992, 35, 2036] in 5.0 ml of THF was added 5.8 ml (1.0M THF, 2.9 mmol) of 9-BBN. The reaction mixture was heated at 70° C. until TLC analysis indicated that the starting material was consumed. The solution was concentrated and the residue was dissolved in dichloromethane. The solution was cooled to 0° C. and 4.1 g (19.2 mmol) of PCC was added s... The reactants are CC=1OC2=C(C=CC=C2C(C1)=O)C=O (2-methyl-4-oxo-4H-chromene-8-carbaldehyde), O=C(CC(=O)OC1CCC1)C (cyclobutyl 3-oxobutanoate), N\C(=C/C#N)\C (3-aminocrotononitrile), C(C)(=O)O (acetic acid). Run in CC(C)O (2-propanol). Yields the product C(#N)C=1C(C(=C(NC1C)C)C(=O)OC1CCC1)C=1C=CC=C2C(C=C(OC12)C)=O (Cyclobutyl 5-cyano-2,6-dimethyl-4-(2-methyl-4-oxo-4H-chromen-8-yl)-1,4-dihydropyridine-3-carboxylate). Reaction SMILES: [CH3:1][C:2]1[O:3][C:4]2[C:9]([C:10](=[O:12])[CH:11]=1)=[CH:8][CH:7]=[CH:6][C:5]=2[CH:13]=O.O=[C:16]([CH3:25])[CH2:17][C:18]([O:20][CH:21]1[CH2:24][CH2:23][CH2:22]1)=[O:19].[NH2:26]/[C:27](/[CH3:31])=[CH:28]\[C:29]#[N:30].C(O)(=O)C>CC(O)C>[C:29]([C:28]1[CH:13]([C:5]2[CH:6]=[CH:7][CH:8]=[C:9]3[C:4]=2[O:3][C:2]([CH3:1])=[CH:11][C:10]3=[O:12])[C:17]([C:18]([O:20][CH:21]2[CH2:24][CH2:23][CH2:22]2)=[O:19])=[C:16]([CH3:25])[NH:26][C:27]=1[CH3:31])#[N:30]. Reported procedure: 60 mg (0.32 mmol) of 2-methyl-4-oxo-4H-chromene-8-carbaldehyde are dissolved with 49.7 mg (0.32 mmol) of cyclobutyl 3-oxobutanoate, 26.2 mg (0.32 mmol) of 3-aminocrotononitrile and 19.1 mg (0.32 mmol) of acetic acid in 5 ml of 2-propanol and heated under reflux under argon for 4 h. The solvent is removed in vacuo, and the residue is purified by preparative HPLC. 64 mg (51% of theory) of the title compound are obtained as a yellow solid. The reactants are CI, Cc1cncc(CO)n1. Product: [I-], Cc1c[n+](C)cc(CO)n1. As a reaction SMILES: [CH3:10][I:11].[OH:1][CH2:2][c:3]1[n:4][c:5]([CH3:9])[cH:6][n:7][cH:8]1>>[I-:11].[OH:1][CH2:2][c:3]1[n:4][c:5]([CH3:9])[cH:6][n+:7]([CH3:10])[cH:8]1. Product: N(C1=CC=CC=C1)C=C(C#N)CC1=CC(=C(C(=C1)NC)Cl)NC (α-(anilinomethylene)-4-chloro-3,5-bis(methylamino)hydrocinnamonitrile). The solvent is CS(=O)C (dimethylsulfoxide). Starting materials: ClC1=C(C=C(C(CS(=O)(=O)C)O)C=C1NC)NC (4-chloro-3,5-bis(methylamino)-α-[(methylsulfonyl)-methyl]benzyl alcohol), C[O-].[Na+] (sodium methylate), N(C1=CC=CC=C1)CCC#N (β-anilinopropionitrile). Reaction SMILES: [Cl:1][C:2]1[C:14]([NH:15][CH3:16])=[CH:13][C:5]([CH:6](O)CS(C)(=O)=O)=[CH:4][C:3]=1[NH:17][CH3:18].C[O-].[Na+].[NH:22]([CH2:29][CH2:30][C:31]#[N:32])[C:23]1[CH:28]=[CH:27][CH:26]=[CH:25][CH:24]=1>CS(C)=O>[NH:22]([CH:29]=[C:30]([CH2:6][C:5]1[CH:13]=[C:14]([NH:15][CH3:16])[C:2]([Cl:1])=[C:3]([NH:17][CH3:18])[CH:4]=1)[C:31]#[N:32])[C:23]1[CH:28]=[CH:27][CH:26]=[CH:25][CH:24]=1 |f:1.2|. Procedure: A mixture of 13.2 g. of 4-chloro-3,5-bis(methylamino)-α-[(methylsulfonyl)-methyl]benzyl alcohol, 3.6 g. of sodium methylate and 9.6 g. of β-anilinopropionitrile in 80 ml. of dimethylsulfoxide was stirred for 5 hours under nitrogen at 50° C. The mixture was poured into 200 ml. of ice water, the separated oil extracted with ethyl acetate, the ethyl acetate solution dried over sodium sulfate and evaporated. By purification of the residue over aluminum oxide with benzene and recrystallization from e... The reactants are NC=1C(=C(C(=O)OC)C=CC1Cl)NCCCO (methyl 3-amino-4-chloro-2-[(3-hydroxypropyl)amino]benzoate), N(=C=S)C=1C(=NC(=NC1C)OC)C (5-isothiocyanato-2-methoxy-4,6-dimethylpyrimidine). The solvent is O1CCCC1 (tetrahydrofuran). Reaction conditions: temperature 65 celsius, time 3 day. Yields the product ClC1=C(C(=C(C(=O)OC)C=C1)NCCCO)NC(NC=1C(=NC(=NC1C)OC)C)=S (Methyl 4-chloro-2-[(3-hydroxypropyl)amino]-3-{[(2-methoxy-4,6-dimethylpyrimidin-5-yl)carbamothioyl]amino}benzoate). RXN SMILES: [NH2:1][C:2]1[C:3]([NH:13][CH2:14][CH2:15][CH2:16][OH:17])=[C:4]([CH:9]=[CH:10][C:11]=1[Cl:12])[C:5]([O:7][CH3:8])=[O:6].[N:18]([C:21]1[C:22]([CH3:30])=[N:23][C:24]([O:28][CH3:29])=[N:25][C:26]=1[CH3:27])=[C:19]=[S:20]>O1CCCC1>[Cl:12][C:11]1[CH:10]=[CH:9][C:4]([C:5]([O:7][CH3:8])=[O:6])=[C:3]([NH:13][CH2:14][CH2:15][CH2:16][OH:17])[C:2]=1[NH:1][C:19](=[S:20])[NH:18][C:21]1[C:26]([CH3:27])=[N:25][C:24]([O:28][CH3:29])=[N:23][C:22]=1[CH3:30]. Reported procedure: A mixture of methyl 3-amino-4-chloro-2-[(3-hydroxypropyl)amino]benzoate (11.4 g, 44.2 mmol) and 5-isothiocyanato-2-methoxy-4,6-dimethylpyrimidine (17.3 g, 88.4 mmol) in tetrahydrofuran (170 mL) was stirred at 65° C. for 3 days. The mixture was concentrated in vacuo, and the residue was purified by flash column chromatography on silica gel eluting with a 50-100% ethyl acetate/n-hexane gradient mixture. The filtrate was concentrated in vacuo to give the title compound as a yellow amorphous (13.1 g... Starting materials: COC(=O)Cc1ccccc1OCc1ccccc1, [Li]CCCC, CCCCCC, CC(C)NC(C)C, O=CC1CCCCC1, C1CCOC1. Yields the product COC(=O)C(c1ccccc1OCc1ccccc1)C(O)C1CCCCC1. As a reaction SMILES: [CH2:13]([c:14]1[cH:15][cH:16][cH:17][cH:18][cH:19]1)[O:20][c:21]1[c:22]([CH2:27][C:28](=[O:29])[O:30][CH3:31])[cH:23][cH:24][cH:25][cH:26]1.[CH2:8]([Li:9])[CH2:10][CH2:11][CH3:12].[CH3:45][CH2:46][CH2:47][CH2:48][CH2:49][CH3:50].[CH:1]([NH:2][CH:3]([CH3:4])[CH3:5])([CH3:6])[CH3:7].[CH:32]1([CH:38]=[O:39])[CH2:33][CH2:34][CH2:35][CH2:36][CH2:37]1.[O:40]1[CH2:41][CH2:42][CH2:43][CH2:44]1>>[CH2:13]([c:14]1[cH:15][cH:16][cH:17][cH:18][cH:19]1)[O:20][c:21]1[c:22]([CH:27]([C:28](=[O:29])[O:30][CH3:31])[CH:38]([CH:32]2[CH2:33][CH2:34][CH2:35][CH2:36][CH2:37]2)[OH:39])[cH:23][cH:24][cH:25][cH:26]1. The reactants are [H-].[Na+] (NaH), Cl (hydrogen chloride), FC1=CC=C(C(=O)C2CCN(CC2)CCN2C(NC3=CC=CC=C3C2=O)=O)C=C1 (3-{2-[4-(4-Fluorobenzoyl)-1-piperidinyl]ethyl}-2,4(1H,3H)-quinazolinedione), ClCC(=O)N(C)C (2-chloro-N,N-dimethylacetamide). Solvent: CN(C)C=O (DMF), O (Water). Reaction conditions: time 0.5 hour. The product is Cl.FC1=CC=C(C(=O)C2CCN(CC2)CCN2C(N(C3=CC=CC=C3C2=O)CC(=O)N(C)C)=O)C=C1 (2-[3-{2-[4-(4Fluorobenzoyl)-1-piperidinyl]ethyl}-2,4-dioxo-3,4-dihydro-1(2H)-quinazolinyl]-N,N-dimethylacetamide hydrochloride). RXN SMILES: [F:1][C:2]1[CH:29]=[CH:28][C:5]([C:6]([CH:8]2[CH2:13][CH2:12][N:11]([CH2:14][CH2:15][N:16]3[C:25](=[O:26])[C:24]4[C:19](=[CH:20][CH:21]=[CH:22][CH:23]=4)[NH:18][C:17]3=[O:27])[CH2:10][CH2:9]2)=[O:7])=[CH:4][CH:3]=1.[H-].[Na+].[Cl:32][CH2:33][C:34]([N:36]([CH3:38])[CH3:37])=[O:35].Cl>CN(C=O)C.O>[ClH:32].[F:1][C:2]1[CH:3]=[CH:4][C:5]([C:6]([CH:8]2[CH2:13][CH2:12][N:11]([CH2:14][CH2:15][N:16]3[C:25](=[O:26])[C:24]4[C:19](=[CH:20][CH:21]=[CH:22][CH:23]=4)[N:18]([CH2:33][C:34]([N:36]([CH3:38])[CH3:37])=[O:35])[C:17]3=[O:27])[CH2:10][CH2:9]2)=[O:7])=[CH:28][CH:29]=1 |f:1.2,7.8|. Procedure: 3-{2-[4-(4-Fluorobenzoyl)-1-piperidinyl]ethyl}-2,4(1H,3H)-quinazolinedione was dissolved in DMF (5 ml) and NaH (60% dispersion in mineral oil) added. After 0.5 hours, 2-chloro-N,N-dimethylacetamide was added and the solution stirred at room temperature for 16 hours. Water and ethyl actetate were added, the organic phase separated, dried and concentrated to an oil. Purification by chromatography (dichloromethane:methanol 95:5) gave an oil which was treated with 1.0 M ethereal hydrogen chloride so... Solvent: C1(=CC=CC=C1)C (toluene), C1(=CC=CC=C1)C (toluene). RXN SMILES: [CH2:1]([O:3][CH2:4]Cl)[CH3:2].[NH:6]1[CH:10]=[N:9][CH:8]=[N:7]1>C1(C)C=CC=CC=1>[CH2:1]([O:3][CH2:4][N:6]1[CH:10]=[N:9][CH:8]=[N:7]1)[CH3:2]. The product is C(C)OCN1N=CN=C1 (1-(1-ethoxymethyl)-1H-1,2,4-triazole). Run at time 18 hour. Starting materials: C(C)OCCl (chloromethyl ethyl ether), N1N=CN=C1 (1,2,4-triazole). Reported procedure: A solution of chloromethyl ethyl ether (23.5 g) in toluene (300 ml ), was added dropwise, over an hour, to a solution of 1,2,4-triazole (50 g) in toluene (50 ml), and the reaction stirred at room temperature for 18 hours. On cooling, the reaction mixture was evaporated to dryness in vacuo, the residue triturated with dichloromethane, and the resulting suspension filtered. The filtrate was evaporated in vacuo and purified by column chromatography over silica gel (5/95 methanol/dichloromethane) to...